Dataset: the Open Reaction Database (ORD), a public repository of structured organic reaction records. Task: describe an organic reaction: reactants, conditions, products, and yield Starting materials: CCN(C(C)C)C(C)C, O=C(Cl)c1cc(Cl)cc(Cl)c1, ClCCl, O=C(NCCNc1nsc2ccccc12)C1CCCNC1. Yields the product O=C(NCCNc1nsc2ccccc12)C1CCCN(C(=O)c2cc(Cl)cc(Cl)c2)C1. Reaction SMILES: [CH:22]([N:23]([CH:24]([CH3:25])[CH3:26])[CH2:27][CH3:28])([CH3:29])[CH3:30].[Cl:31][c:32]1[cH:33][c:34]([C:35](=[O:36])[Cl:37])[cH:38][c:39]([Cl:41])[cH:40]1.[Cl:42][CH2:43][Cl:44].[s:1]1[n:2][c:3]([NH:10][CH2:11][CH2:12][NH:13][C:14](=[O:15])[CH:16]2[CH2:17][NH:18][CH2:19][CH2:20][CH2:21]2)[c:4]2[c:5]1[cH:6][cH:7][cH:8][cH:9]2>>[s:1]1[n:2][c:3]([NH:10][CH2:11][CH2:12][NH:13][C:14](=[O:15])[CH:16]2[CH2:17][N:18]([C:35]([c:34]3[cH:33][c:32]([Cl:31])[cH:40][c:39]([Cl:41])[cH:38]3)=[O:36])[CH2:19][CH2:20][CH2:21]2)[c:4]2[c:5]1[cH:6][cH:7][cH:8][cH:9]2. Reactants: N1C=CC=2C(=CC=CC12)C(=O)OC (methyl indole-4-carboxylate), C[N+](=C)C.[I-] (Eschenmoser's salt), [C-]#N.[K+] (potassium cyanide). The solvent is C(C)(=O)OCC (ethyl acetate), C(C)#N (acetonitrile). Reaction conditions: time 8 hour. The product is C(#N)CC1=CNC=2C=CC=C(C12)C(=O)OC (methyl 3-(cyanomethyl)indole-4-carboxylate). RXN SMILES: [NH:1]1[C:9]2[CH:8]=[CH:7][CH:6]=[C:5]([C:10]([O:12][CH3:13])=[O:11])[C:4]=2[CH:3]=[CH:2]1.[CH3:14][N+:15]([CH3:17])=C.[I-].[C-]#N.[K+]>C(#N)C.C(OCC)(=O)C>[C:9]([CH2:8][C:7]1[C:6]2[C:5]([C:10]([O:12][CH3:13])=[O:11])=[CH:4][CH:3]=[CH:2][C:17]=2[NH:15][CH:14]=1)#[N:1] |f:1.2,3.4|. Reported procedure: A solution of methyl indole-4-carboxylate (1.1 g 6.2 mmol) and Eschenmoser's salt [N,N-dimethylmethyleneammonium iodide] (1.3 g, 7 mmol) in acetonitrile (15 ml) is refluxed for 3 hours. The reaction mixture is concentrated, redisolved in dichloromethane (400 ml) and washed with 1M sodium hydroxide (200 ml) and water (200 ml). The organic layer is dried over magnesium sulfate, filtered and concentrated. The resulting methyl 3-(dimethylaminomethyl)indole-4-carboxylate (1.2 g) is methylated with me...